This data is from the Open Reaction Database (ORD), a public repository of structured organic reaction records. The task is: describe an organic reaction: reactants, conditions, products, and yield The reactants are Cl.C(C)(C)(C)OC([C@@H](N)CC1=CC=CC=C1)=O (L-phenylalanine t-butyl ester hydrochloride), C([O-])([O-])=O.[K+].[K+] (potassium carbonate), [I-].[Na+] (sodium iodide), BrCC(OCC)OCC (2-bromo-1,1-diethoxyethane), ice water. Run in CN(C=O)C (N,N-dimethylformamide). Reaction conditions: temperature 100 celsius, time 24 hour. Product: C(C)(C)(C)OC([C@@H](NCC(OCC)OCC)CC1=CC=CC=C1)=O (N-(2,2-Diethoxyethyl)-L-phenylalanine t-butyl ester). The yield is 65.1%. As a reaction SMILES: Cl.[C:2]([O:6][C:7](=[O:17])[C@H:8]([CH2:10][C:11]1[CH:16]=[CH:15][CH:14]=[CH:13][CH:12]=1)[NH2:9])([CH3:5])([CH3:4])[CH3:3].C(=O)([O-])[O-].[K+].[K+].[I-].[Na+].Br[CH2:27][CH:28]([O:32][CH2:33][CH3:34])[O:29][CH2:30][CH3:31]>CN(C)C=O>[C:2]([O:6][C:7](=[O:17])[C@H:8]([CH2:10][C:11]1[CH:16]=[CH:15][CH:14]=[CH:13][CH:12]=1)[NH:9][CH2:27][CH:28]([O:32][CH2:33][CH3:34])[O:29][CH2:30][CH3:31])([CH3:5])([CH3:3])[CH3:4] |f:0.1,2.3.4,5.6|. Procedure: A mixture of 2.58 g of L-phenylalanine t-butyl ester hydrochloride, 2.76 g of potassium carbonate, 0.1 g of sodium iodide, 2.2 g of 2-bromo-1,1-diethoxyethane and 30 ml of N,N-dimethylformamide was stirred for 24 hours at 100° C. The reaction mixture was poured into ice-water, which was subjected to extraction with hexane. The organic layer was washed with water, dried over anhydrous magnesium sulfate, then concentrated under reduced pressure. The concentrate was purified by means of a silica ge... The reactants are C=C(C)c1c(OC)ccc2cc(Br)ccc12, O=Cc1cn(C(c2ccccc2)(c2ccccc2)c2ccccc2)cn1. Yields the product C=C(C)c1c(OC)ccc2cc(C(O)c3cn(C(c4ccccc4)(c4ccccc4)c4ccccc4)cn3)ccc12. RXN SMILES: [Br:27][c:28]1[cH:29][c:30]2[cH:31][cH:32][c:33]([O:41][CH3:42])[c:34]([C:38](=[CH2:39])[CH3:40])[c:35]2[cH:36][cH:37]1.[CH:1](=[O:2])[c:3]1[n:4][cH:5][n:6]([C:8]([c:9]2[cH:10][cH:11][cH:12][cH:13][cH:14]2)([c:15]2[cH:16][cH:17][cH:18][cH:19][cH:20]2)[c:21]2[cH:22][cH:23][cH:24][cH:25][cH:26]2)[cH:7]1>>[CH:1]([OH:2])([c:3]1[n:4][cH:5][n:6]([C:8]([c:9]2[cH:10][cH:11][cH:12][cH:13][cH:14]2)([c:15]2[cH:16][cH:17][cH:18][cH:19][cH:20]2)[c:21]2[cH:22][cH:23][cH:24][cH:25][cH:26]2)[cH:7]1)[c:28]1[cH:29][c:30]2[cH:31][cH:32][c:33]([O:41][CH3:42])[c:34]([C:38](=[CH2:39])[CH3:40])[c:35]2[cH:36][cH:37]1.